From a dataset of the Open Reaction Database (ORD), a public repository of structured organic reaction records. describe an organic reaction: reactants, conditions, products, and yield Reactants: O=C([O-])[O-], OCCCO, COCCOC, Cn1ccc2cc(B(O)O)ccc21, FC(F)(F)c1cc(I)c2c(c1)ncn2-c1ccccc1, [K+], [K+], O. The product is Cn1ccc2cc(-c3cc(C(F)(F)F)cc4ncn(-c5ccccc5)c34)ccc21. Reaction SMILES: [C:39](=[O:40])([O-:41])[O-:42].[CH2:34]([OH:35])[CH2:36][CH2:37][OH:38].[CH2:45]([CH2:46][O:47][CH3:48])[O:49][CH3:50].[CH3:21][n:22]1[cH:23][cH:24][c:25]2[cH:26][c:27]([B:31]([OH:32])[OH:33])[cH:28][cH:29][c:30]12.[I:1][c:2]1[cH:3][c:4]([C:17]([F:18])([F:19])[F:20])[cH:5][c:6]2[c:7]1[n:8](-[c:11]1[cH:12][cH:13][cH:14][cH:15][cH:16]1)[cH:9][n:10]2.[K+:43].[K+:44].[OH2:51]>>[c:2]1(-[c:27]2[cH:26][c:25]3[cH:24][cH:23][n:22]([CH3:21])[c:30]3[cH:29][cH:28]2)[cH:3][c:4]([C:17]([F:18])([F:19])[F:20])[cH:5][c:6]2[c:7]1[n:8](-[c:11]1[cH:12][cH:13][cH:14][cH:15][cH:16]1)[cH:9][n:10]2. The reactants are CC(C)(C)P(c1ccccc1-c1ccccc1)C(C)(C)C, CCc1cnc(N(CCc2csc(SC(C)(C)C(=O)OC(C)(C)C)n2)Cc2ccc(Br)cc2)nc1, C1COCCN1, CC(C)(C)[O-], Cc1ccccc1, [Na+], O=C(C=Cc1ccccc1)C=Cc1ccccc1, O=C(C=Cc1ccccc1)C=Cc1ccccc1, O=C(C=Cc1ccccc1)C=Cc1ccccc1, [Pd], [Pd]. The product is CCc1cnc(N(CCc2csc(SC(C)(C)C(=O)OC(C)(C)C)n2)Cc2ccc(N3CCOCC3)cc2)nc1. RXN SMILES: [C:1]([P:2]([C:3]([CH3:4])([CH3:5])[CH3:6])[c:7]1[cH:8][cH:9][cH:10][cH:11][c:12]1-[c:13]1[cH:14][cH:15][cH:16][cH:17][cH:18]1)([CH3:19])([CH3:20])[CH3:21].[C:28]([CH3:29])([CH3:30])([CH3:31])[O:32][C:33]([C:34]([CH3:35])([CH3:36])[S:37][c:38]1[s:39][cH:40][c:41]([CH2:43][CH2:44][N:45]([c:46]2[n:47][cH:48][c:49]([CH2:52][CH3:53])[cH:50][n:51]2)[CH2:54][c:55]2[cH:56][cH:57][c:58]([Br:61])[cH:59][cH:60]2)[n:42]1)=[O:62].[CH2:63]1[CH2:64][O:65][CH2:66][CH2:67][NH:68]1.[CH3:22][C:23]([CH3:24])([O-:25])[CH3:26].[CH3:69][c:70]1[cH:71][cH:72][cH:73][cH:74][cH:75]1.[Na+:27].[O:114]=[C:115]([CH:116]=[CH:117][c:118]1[cH:119][cH:120][cH:121][cH:122][cH:123]1)[CH:124]=[CH:125][c:126]1[cH:127][cH:128][cH:129][cH:130][cH:131]1.[O:78]=[C:79]([CH:80]=[CH:81][c:82]1[cH:83][cH:84][cH:85][cH:86][cH:87]1)[CH:88]=[CH:89][c:90]1[cH:91][cH:92][cH:93][cH:94][cH:95]1.[O:96]=[C:97]([CH:98]=[CH:99][c:100]1[cH:101][cH:102][cH:103][cH:104][cH:105]1)[CH:106]=[CH:107][c:108]1[cH:109][cH:110][cH:111][cH:112][cH:113]1.[Pd:76].[Pd:77]>>[C:28]([CH3:29])([CH3:30])([CH3:31])[O:32][C:33]([C:34]([CH3:35])([CH3:36])[S:37][c:38]1[s:39][cH:40][c:41]([CH2:43][CH2:44][N:45]([c:46]2[n:47][cH:48][c:49]([CH2:52][CH3:53])[cH:50][n:51]2)[CH2:54][c:55]2[cH:56][cH:57][c:58]([N:68]3[CH2:63][CH2:64][O:65][CH2:66][CH2:67]3)[cH:59][cH:60]2)[n:42]1)=[O:62].